describe an organic reaction: reactants, conditions, products, and yield From a dataset of the Open Reaction Database (ORD), a public repository of structured organic reaction records. Reactants: O1CCOC12CC(NCC2)C(=O)OC (Methyl 1,4-dioxa-8-azaspiro[4.5]decane-7-carboxylate), N1CCCC1 (pyrrolidine). Conditions: temperature 150 celsius. Product: O1CCOC12CC(NCC2)C(=O)N2CCCC2 (1-[(1,4-Dioxa-8-azaspiro[4.5]dec-7-yl)carbonyl]pyrrolidine). As a reaction SMILES: [O:1]1[C:5]2([CH2:10][CH2:9][NH:8][CH:7]([C:11]([O:13]C)=O)[CH2:6]2)[O:4][CH2:3][CH2:2]1.[NH:15]1[CH2:19][CH2:18][CH2:17][CH2:16]1>>[O:4]1[C:5]2([CH2:10][CH2:9][NH:8][CH:7]([C:11]([N:15]3[CH2:19][CH2:18][CH2:17][CH2:16]3)=[O:13])[CH2:6]2)[O:1][CH2:2][CH2:3]1. Reported procedure: A mixture of the product of stage (iv) (0.887 g) and pyrrolidine (2.2 ml) was heated at 150° C. in an autoclave for 2 h, allowed to cool to room temperature and evaporated to dryness giving an oil (1.27 g). This was purified by flash chromatography eluting with chloroformmethanol (9:1), to give an oil which crystallised on standing to give the title compound as a solid (841 mg), m.p. 72.5°-74.5°. Reaction SMILES: [C:1]([O:8][CH3:9])(=[O:7])[CH2:2][C:3]([O:5][CH3:6])=[O:4].CC(C)([O-])C.[K+].Cl[C:17]1[CH:22]=[CH:21][C:20]([C:23]([F:26])([F:25])[F:24])=[CH:19][C:18]=1[N+:27]([O-:29])=[O:28]>C(O)(C)(C)C>[CH3:6][O:5][C:3](=[O:4])[CH:2]([C:17]1[CH:22]=[CH:21][C:20]([C:23]([F:26])([F:24])[F:25])=[CH:19][C:18]=1[N+:27]([O-:29])=[O:28])[C:1]([O:8][CH3:9])=[O:7] |f:1.2|. Reported procedure: Dimethyl malonate (59.7 g, 0.44 mol) was added dropwise to a stirred solution of potassium tert-butoxide (51 g, 0.44 mol) in dry t-butanol (500 mL). To the resultant suspension, a warm solution of 2-chloro-5-trifluoromethylnitrobenzene (50 g, 0.22 mol) in t-butanol (100 mL) was added and the mixture was refluxed for 6 h (reaction monitored by TLC). After completion of the reaction, most of the t-butanol was distilled off under vacuum, and chilled water was then added to the reaction mixture. The... Run in C(C)(C)(C)O (t-butanol), C(C)(C)(C)O (t-butanol). Reactants: C(CC(=O)OC)(=O)OC (Dimethyl malonate), CC(C)([O-])C.[K+] (potassium tert-butoxide), resultant suspension, ClC1=C(C=C(C=C1)C(F)(F)F)[N+](=O)[O-] (2-chloro-5-trifluoromethylnitrobenzene). The product is COC(C(C(=O)OC)C1=C(C=C(C=C1)C(F)(F)F)[N+](=O)[O-])=O (2-(2-nitro-4-trifluoromethylphenyl)-malonic Acid dimethyl ester). Reaction conditions: time 30 minute. Starting materials: CC(C)Oc1ccc(C2(C)NC(=O)N(CC#CCO[Si](c3ccccc3)(c3ccccc3)C(C)(C)C)C2=O)cc1, CCCC[N+](CCCC)(CCCC)CCCC, Cl, [F-], C1CCOC1. Product: CC(C)Oc1ccc(C2(C)NC(=O)N(CC#CCO)C2=O)cc1. As a reaction SMILES: [C:19]([Si:20]([c:21]1[cH:22][cH:23][cH:47][cH:48][cH:49]1)([O:24][CH2:25][C:26]#[C:27][CH2:28][N:29]1[C:30](=[O:46])[NH:31][C:32]([c:35]2[cH:36][cH:37][c:38]([O:41][CH:42]([CH3:43])[CH3:44])[cH:39][cH:40]2)([CH3:45])[C:33]1=[O:34])[c:50]1[cH:51][cH:52][cH:53][cH:54][cH:55]1)([CH3:56])([CH3:57])[CH3:58].[CH3:2][CH2:3][CH2:4][CH2:5][N+:6]([CH2:7][CH2:8][CH2:9][CH3:10])([CH2:11][CH2:12][CH2:13][CH3:14])[CH2:15][CH2:16][CH2:17][CH3:18].[ClH:59].[F-:1].[O:60]1[CH2:61][CH2:62][CH2:63][CH2:64]1>>[OH:24][CH2:25][C:26]#[C:27][CH2:28][N:29]1[C:30](=[O:46])[NH:31][C:32]([c:35]2[cH:36][cH:37][c:38]([O:41][CH:42]([CH3:43])[CH3:44])[cH:39][cH:40]2)([CH3:45])[C:33]1=[O:34]. Starting materials: C(C1=CC=2OCOC2C=C1)N1CCNCC1 (1-Piperonylpiperazine), C(Cl)C1CO1 (epichlorohydrin), C(=O)(O)[O-].[Na+] (NaHCO3). The solvent is CCO (EtOH), CCO (EtOH). Conditions: time 16 hour. Yields the product ClCC(CN1CCN(CC1)CC1=CC=2OCOC2C=C1)O (1-(1-Chloro-2-hydroxy-3-propanyl)-4-piperonylpiperazine). Isolated yield 24.6%. RXN SMILES: [CH2:1]([N:11]1[CH2:16][CH2:15][NH:14][CH2:13][CH2:12]1)[C:2]1[CH:10]=[CH:9][C:8]2[O:7][CH2:6][O:5][C:4]=2[CH:3]=1.[CH2:17]([CH:19]1[O:21][CH2:20]1)[Cl:18].C([O-])(O)=O.[Na+]>CCO>[Cl:18][CH2:17][CH:19]([OH:21])[CH2:20][N:14]1[CH2:15][CH2:16][N:11]([CH2:1][C:2]2[CH:10]=[CH:9][C:8]3[O:7][CH2:6][O:5][C:4]=3[CH:3]=2)[CH2:12][CH2:13]1 |f:2.3|. Procedure: 1-Piperonylpiperazine (11.0 g, 50 mmol) in EtOH (125 mL) was added dropwise to epichlorohydrin (3.9 mL, 50 mmol) in EtOH (25 mL) and NaHCO3 (4.2 g, 50 mmol) over 45 min at 0° C., under nitrogen. After 16 h and removal of the EtOH in vacuo, the crude material was passed through silica gel (vacuum, 5% methanol: methylene chloride) to give pure product (3.85 g, 26.4%) as an amber oil. DCI/MS (M+1) 313. 400 MHz 1H NMR (CDCl3) δ: 7.25 (s, 1H), 6.7-6.8 (m, 2H), 5.9 (s, 2H), 4.6 (m, 1H), 3.9 (m, 1H), 3... The reactants are CCOCC, C1CCOC1, C[Mg+], [Cl-], O=Cc1ccc(C(F)(F)F)nc1N1CCOCC1. The product is CC(O)c1ccc(C(F)(F)F)nc1N1CCOCC1. As a reaction SMILES: [CH2:1]([O:2][CH2:3][CH3:4])[CH3:5].[CH2:27]1[O:28][CH2:29][CH2:30][CH2:31]1.[CH3:25][Mg+:26].[Cl-:24].[O:6]1[CH2:7][CH2:8][N:9]([c:12]2[n:13][c:14]([C:20]([F:21])([F:22])[F:23])[cH:15][cH:16][c:17]2[CH:18]=[O:19])[CH2:10][CH2:11]1>>[CH3:1][CH:18]([c:17]1[c:12]([N:9]2[CH2:8][CH2:7][O:6][CH2:11][CH2:10]2)[n:13][c:14]([C:20]([F:21])([F:22])[F:23])[cH:15][cH:16]1)[OH:19]. The reactants are COC([C@H](CC1=CC(=CC=C1)OC(C)(C)C(=O)O)OC)=O ((2S)-3-[3-(1-carboxy-1-methyl-ethoxy)-phenyl]-2-methoxy-propionic acid methyl ester), C(C)C1=CC=C(C=C1)CCN (2-(4-ethyl-phenyl)-ethylamine), C(C)O[C@H](C(=O)O)CC1=CC=C(C=C1)O[C@H](C)C(NCCC1=CC=C(C=C1)OC1=CC=CC=C1)=O ((2S,1R)-2-ethoxy-3-(4-{1-[2-(4-phenoxy-phenyl)-ethylcarbamoyl]-ethoxy}-phenyl)-propionic acid). The product is C(C)C1=CC=C(C=C1)CCNC(=O)C(C)(OC=1C=C(C=CC1)C[C@@H](C(=O)O)OC)C ((2S)-3-(3-{1-[2-(4-ethyl-phenyl)-ethylcarbamoyl]-1-methyl-ethoxy}-phenyl)-2-methoxy-propionic acid). As a reaction SMILES: C[O:2][C:3](=[O:21])[C@@H:4]([O:19][CH3:20])[CH2:5][C:6]1[CH:11]=[CH:10][CH:9]=[C:8]([O:12][C:13]([C:16]([OH:18])=O)([CH3:15])[CH3:14])[CH:7]=1.[CH2:22]([C:24]1[CH:29]=[CH:28][C:27]([CH2:30][CH2:31][NH2:32])=[CH:26][CH:25]=1)[CH3:23].C(O[C@@H](CC1C=CC(O[C@@H](C(=O)NCCC2C=CC(OC3C=CC=CC=3)=CC=2)C)=CC=1)C(O)=O)C>>[CH2:22]([C:24]1[CH:29]=[CH:28][C:27]([CH2:30][CH2:31][NH:32][C:16]([C:13]([CH3:14])([O:12][C:8]2[CH:7]=[C:6]([CH2:5][C@H:4]([O:19][CH3:20])[C:3]([OH:2])=[O:21])[CH:11]=[CH:10][CH:9]=2)[CH3:15])=[O:18])=[CH:26][CH:25]=1)[CH3:23]. Reported procedure: The title compound was prepared from (2S)-3-[3-(1-carboxy-1-methyl-ethoxy)-phenyl]-2-methoxy-propionic acid methyl ester (EXAMPLE 56, step 2) and 2-(4-ethyl-phenyl)-ethylamine via the same procedure used for the preparation of (2S,1R)-2-ethoxy-3-(4-{1-[2-(4-phenoxy-phenyl)-ethylcarbamoyl]-ethoxy}-phenyl)-propionic acid (Example 1, step 3) to produce a colorless oil. MS (ES) for C24H31NO5 [M−H]−: 412. The reactants are O (water), FC(C1=CC=C(CNC(C2=C(C=CC(=C2)CC2C(NC(S2)=O)=O)OC)=O)C=C1)(F)F (N-(4-trifluoromethylbenzyl)-5-(2,4-dioxothiazolidin-5-yl)methyl-2-methoxybenzamide), C(=O)=O.CC(=O)C (dry ice acetone), B(Br)(Br)Br.C(Cl)Cl (boron tribromide methylene chloride). Run in C(Cl)Cl (methylene chloride). Run at time 3 day. Yields the product FC(C1=CC=C(CNC(C2=C(C=CC(=C2)CC2C(NC(S2)=O)=O)O)=O)C=C1)(F)F (N-(4-Trifluoromethylbenzyl)-5-(2,4-dioxothiazolidin-5-yl)methyl-2-hydroxybenzamide). The yield is 79.8%. As a reaction SMILES: [F:1][C:2]([F:30])([F:29])[C:3]1[CH:28]=[CH:27][C:6]([CH2:7][NH:8][C:9](=[O:26])[C:10]2[CH:15]=[C:14]([CH2:16][CH:17]3[S:21][C:20](=[O:22])[NH:19][C:18]3=[O:23])[CH:13]=[CH:12][C:11]=2[O:24]C)=[CH:5][CH:4]=1.B(Br)(Br)Br.C(Cl)Cl.C(=O)=O.CC(C)=O.O>C(Cl)Cl>[F:30][C:2]([F:1])([F:29])[C:3]1[CH:4]=[CH:5][C:6]([CH2:7][NH:8][C:9](=[O:26])[C:10]2[CH:15]=[C:14]([CH2:16][CH:17]3[S:21][C:20](=[O:22])[NH:19][C:18]3=[O:23])[CH:13]=[CH:12][C:11]=2[OH:24])=[CH:27][CH:28]=1 |f:1.2,3.4|. Procedure: To a suspension of N-(4-trifluoromethylbenzyl)-5-(2,4-dioxothiazolidin-5-yl)methyl-2-methoxybenzamide (800 mg) in anhydrous methylene chloride (30 ml), a 1.0N boron tribromide-methylene chloride solution (2.20 ml) was slowly added dropwise in an argon atmosphere under cooling with dry ice-acetone and stirring. After stirred for 6 hours at room temperature, the reaction liquor was allowed to stand for 3 days. After water was added and the mixture was stirred for 30 minutes, this was concentrated ... Reactants: COC(=O)c1ccc(F)c(OC)c1, [Li+], C1CCOC1, [OH-], O, O. Product: COc1cc(C(=O)O)ccc1F. RXN SMILES: [CH3:1][O:2][C:3]([c:4]1[cH:5][c:6]([O:11][CH3:12])[c:7]([F:10])[cH:8][cH:9]1)=[O:13].[Li+:16].[O:17]1[CH2:18][CH2:19][CH2:20][CH2:21]1.[OH-:15].[OH2:14].[OH2:22]>>[O:2]=[C:3]([c:4]1[cH:5][c:6]([O:11][CH3:12])[c:7]([F:10])[cH:8][cH:9]1)[OH:13].